Dataset: the Open Reaction Database (ORD), a public repository of structured organic reaction records. Task: describe an organic reaction: reactants, conditions, products, and yield The reactants are CC(=O)O, Cc1nc2c(OCc3c(Cl)ccc(N(C)C(=O)CN)c3Cl)cccn2c1Br, N#CO[Na], O. Yields the product Cc1nc2c(OCc3c(Cl)ccc(N(C)C(=O)CNC(N)=O)c3Cl)cccn2c1Br. RXN SMILES: [CH3:28][C:29](=[O:30])[OH:31].[NH2:1][CH2:2][C:3](=[O:4])[N:5]([CH3:6])[c:7]1[c:8]([Cl:27])[c:9]([CH2:10][O:11][c:12]2[c:13]3[n:14]([cH:15][cH:16][cH:17]2)[c:18]([Br:22])[c:19]([CH3:21])[n:20]3)[c:23]([Cl:26])[cH:24][cH:25]1.[Na:32][O:33][C:34]#[N:35].[OH2:36]>>[NH:1]([CH2:2][C:3](=[O:4])[N:5]([CH3:6])[c:7]1[c:8]([Cl:27])[c:9]([CH2:10][O:11][c:12]2[c:13]3[n:14]([cH:15][cH:16][cH:17]2)[c:18]([Br:22])[c:19]([CH3:21])[n:20]3)[c:23]([Cl:26])[cH:24][cH:25]1)[C:34](=[O:33])[NH2:35]. Starting materials: N1(CCCC1)C1(COC1)C#N (3-Pyrrolidin-1-yl-oxetane-3-carbonitrile), C1(CCC1)=O (cyclobutanone), N1CCCCC1 (piperidine). Product: N1(CCCCC1)C1(CCC1)C#N (1-Piperidin-1-yl-cyclobutanecarbonitrile). As a reaction SMILES: [N:1]1([C:6]2([C:10]#N)COC2)[CH2:5][CH2:4][CH2:3]C1.[C:12]1(=O)[CH2:15][CH2:14][CH2:13]1.[NH:17]1CCCC[CH2:18]1>>[N:1]1([C:12]2([C:18]#[N:17])[CH2:15][CH2:14][CH2:13]2)[CH2:5][CH2:4][CH2:3][CH2:10][CH2:6]1. Procedure details: The title compound, light yellow liquid, MS: m/e=165.2 [(M+H)+], was prepared in accordance with the general method of intermediate A from cyclobutanone and piperidine. Reactants: CC1=C(C=CC=C1)OC (o-methylanisole), [Cl-].[Al+3].[Cl-].[Cl-] (aluminum chloride), ClCC(Cl)(Cl)Cl (tetrachloroethane), C(C1=CC(=CC=C1)OC)(=O)Cl (m-anisoyl chloride), ClCC(Cl)(Cl)Cl (tetrachloroethane). Reaction conditions: time 24 hour. Yields the product COC=1C=C(C(=O)C2=CC=C(C=C2)OC)C=CC1C (3,4'-dimethoxy-4-methylbenzophenone). As a reaction SMILES: [C:1](Cl)(=[O:10])[C:2]1[CH:7]=[CH:6][CH:5]=[C:4]([O:8][CH3:9])[CH:3]=1.C[C:13]1[CH:18]=[CH:17][CH:16]=[CH:15][C:14]=1[O:19][CH3:20].[Cl-].[Al+3].[Cl-].[Cl-].Cl[CH2:26]C(Cl)(Cl)Cl>>[CH3:9][O:8][C:4]1[CH:3]=[C:2]([CH:7]=[CH:6][C:5]=1[CH3:26])[C:1]([C:17]1[CH:16]=[CH:15][C:14]([O:19][CH3:20])=[CH:13][CH:18]=1)=[O:10] |f:2.3.4.5|. Procedure: The procedures and equipment used in this monomer preparation are as described in Example I. A solution of 94.5 g m-anisoyl chloride (0.554 mole) in 113 ml of tetrachloroethane was added dropwise to a stirred, cooled mixture of 80.7 g o-methylanisole (0.661 mole), 94.5 g anhydrous aluminum chloride, and 113 ml tetrachloroethane, keeping the temperature of about 15° C. The mixture stood at room temperature for 24 hr. After adding ice and extracting with methylene chloride as in the preparation of...